From a dataset of the Open Reaction Database (ORD), a public repository of structured organic reaction records. describe an organic reaction: reactants, conditions, products, and yield Reactants: ClC1=CC=C(C=C1)N=C=O (4-chlorophenyl isocyanate), NCCN1C(=CC=C1C)C (1-(2-aminoethyl)-2,5-dimethylpyrrole), C(C)OCC (diethyl ether). Solvent: O1CCCC1 (tetrahydrofuran). Conditions: temperature 20 celsius, time 60 minute. Product: CC=1N(C(=CC1)C)CCNC(=O)NC1=CC=C(C=C1)Cl (N-(2-(2,5-Dimethyl-1-pyrrolyl)ethyl)-N'-(4-chlorophenyl)urea). RXN SMILES: [Cl:1][C:2]1[CH:7]=[CH:6][C:5]([N:8]=[C:9]=[O:10])=[CH:4][CH:3]=1.[NH2:11][CH2:12][CH2:13][N:14]1[C:18]([CH3:19])=[CH:17][CH:16]=[C:15]1[CH3:20].C(OCC)C>O1CCCC1>[CH3:20][C:15]1[N:14]([CH2:13][CH2:12][NH:11][C:9]([NH:8][C:5]2[CH:6]=[CH:7][C:2]([Cl:1])=[CH:3][CH:4]=2)=[O:10])[C:18]([CH3:19])=[CH:17][CH:16]=1. Procedure: 7.7 g (0.05 mol) of 4-chlorophenyl isocyanate, dissolved in 10 ml of tetrahydrofura, are added dropwise, over the coruse of 30 minutes, to 6.9 g (0.05 mol) of 1-(2-aminoethyl)-2,5-dimethylpyrrole, dissolved in 10 ml of tetrahydrofuran, a 20° C. The mixture is then left to stir at 20° C. for 60 minutes. After addition of diethyl ether to the reaction mixture the product crystallizes out, and is filtered off with suction and recrystallized from isopropanol. Yield: 8.4 g (58% of theory), Melting po...